describe an organic reaction: reactants, conditions, products, and yield From a dataset of the Open Reaction Database (ORD), a public repository of structured organic reaction records. Starting materials: O=N[O-], Nc1ccc(C(=O)O)c([N+](=O)[O-])c1, NC(N)=O, [Na+], O, O=S(=O)(O)O. Product: O=C(O)c1ccc(O)cc1[N+](=O)[O-]. Reaction SMILES: [N:19]([O-:20])=[O:21].[NH2:1][c:2]1[cH:3][c:4]([N+:11](=[O:12])[O-:13])[c:5]([C:6](=[O:7])[OH:8])[cH:9][cH:10]1.[NH2:23][C:24](=[O:25])[NH2:26].[Na+:22].[OH2:27].[S:14]([OH:15])(=[O:16])(=[O:17])[OH:18]>>[c:2]1([OH:15])[cH:3][c:4]([N+:11](=[O:12])[O-:13])[c:5]([C:6](=[O:7])[OH:8])[cH:9][cH:10]1. The reactants are Cc1cccc2c1CN(C(=O)Nc1ccccc1)C1CN(Cc3ccccc3)CC21, CO, Cl, [H][H]. The product is Cl, Cc1cccc2c1CN(C(=O)Nc1ccccc1)C1CNCC21. RXN SMILES: [CH2:1]([c:2]1[cH:3][cH:4][cH:5][cH:6][cH:7]1)[N:8]1[CH2:9][CH:10]2[N:11]([C:22](=[O:23])[NH:24][c:25]3[cH:26][cH:27][cH:28][cH:29][cH:30]3)[CH2:12][c:13]3[c:14]([CH3:21])[cH:15][cH:16][cH:17][c:18]3[CH:19]2[CH2:20]1.[CH3:34][OH:35].[ClH:31].[H:32][H:33]>>[ClH:31].[NH:8]1[CH2:9][CH:10]2[N:11]([C:22](=[O:23])[NH:24][c:25]3[cH:26][cH:27][cH:28][cH:29][cH:30]3)[CH2:12][c:13]3[c:14]([CH3:21])[cH:15][cH:16][cH:17][c:18]3[CH:19]2[CH2:20]1. The reactants are CC(=O)O, CN(C)C=O, COc1ccccc1Oc1c(Cl)nc(-c2ccnc(C#N)c2)nc1NS(=O)(=O)c1ccc(C(C)C)cn1, NN, O, O. Yields the product COc1ccccc1Oc1c(Cl)nc(-c2ccnc(C(=N)NN)c2)nc1NS(=O)(=O)c1ccc(C(C)C)cn1. As a reaction SMILES: [CH3:41][C:42](=[O:43])[OH:44].[CH:45]([N:46]([CH3:47])[CH3:48])=[O:49].[Cl:1][c:2]1[c:3]([O:29][c:30]2[c:31]([O:36][CH3:37])[cH:32][cH:33][cH:34][cH:35]2)[c:4]([NH:16][S:17](=[O:18])(=[O:19])[c:20]2[n:21][cH:22][c:23]([CH:26]([CH3:27])[CH3:28])[cH:24][cH:25]2)[n:5][c:6](-[c:8]2[cH:9][c:10]([C:14]#[N:15])[n:11][cH:12][cH:13]2)[n:7]1.[NH2:39][NH2:40].[OH2:38].[OH2:50]>>[Cl:1][c:2]1[c:3]([O:29][c:30]2[c:31]([O:36][CH3:37])[cH:32][cH:33][cH:34][cH:35]2)[c:4]([NH:16][S:17](=[O:18])(=[O:19])[c:20]2[n:21][cH:22][c:23]([CH:26]([CH3:27])[CH3:28])[cH:24][cH:25]2)[n:5][c:6](-[c:8]2[cH:9][c:10]([C:14](=[NH:15])[NH:39][NH2:40])[n:11][cH:12][cH:13]2)[n:7]1. The reactants are NC1=CC=CC=C1 (aniline), CC=1C(=NC(=NC1C)Cl)N1C(C2=CC=CC=C2CC1)C (5,6-dimethyl-4-(1-methyl-1,2,3,4-tetrahydroisoquinolin-2-yl)-2-chloropyrimidine). Solvent: CN(C=O)C (dimethylformamide). Yields the product Cl.CC=1C(=NC(=NC1C)NC1=CC=CC=C1)N1C(C2=CC=CC=C2CC1)C (5,6-dimethyl-2-(phenylamino)-4-(1-methyl-1,2,3,4-tetrahydroisoquinolin-2-yl)pyrimidine hydrochloride). Isolated yield 22.1%. RXN SMILES: [NH2:1][C:2]1[CH:7]=[CH:6][CH:5]=[CH:4][CH:3]=1.[CH3:8][C:9]1[C:10]([N:17]2[CH2:26][CH2:25][C:24]3[C:19](=[CH:20][CH:21]=[CH:22][CH:23]=3)[CH:18]2[CH3:27])=[N:11][C:12]([Cl:16])=[N:13][C:14]=1[CH3:15]>CN(C)C=O>[ClH:16].[CH3:8][C:9]1[C:10]([N:17]2[CH2:26][CH2:25][C:24]3[C:19](=[CH:20][CH:21]=[CH:22][CH:23]=3)[CH:18]2[CH3:27])=[N:11][C:12]([NH:1][C:2]2[CH:7]=[CH:6][CH:5]=[CH:4][CH:3]=2)=[N:13][C:14]=1[CH3:15] |f:3.4|. Reported procedure: After aniline(0.53 ml, 5.5 mmol) was added to a mixture solution of 5,6-dimethyl-4-(1-methyl-1,2,3,4-tetrahydroisoquinolin-2-yl)-2-chloropyrimidine(0.72 g, 2.5 mmol) and dimethylformamide(5 ml), 0.21 g of the titled compound was obtained in accordance with the same procedure as in Step 2 of Example 1. Reactants: ClS(=O)(=O)C=1C=C(C=CC1)CC(=O)OC (Methyl 2-(3-chlorosulfonyl-phenyl)acetate), C(C)N (ethylamine). The solvent is C1CCOC1 (THF), C1CCOC1 (THF), C(C)(=O)OCC (ethyl acetate). Run at time 30 minute. Product: COC(CC1=CC(=CC=C1)S(NCC)(=O)=O)=O ((3-ethylsulfamoyl-phenyl)-acetic acid methyl ester). Isolated yield 93.2%. RXN SMILES: Cl[S:2]([C:5]1[CH:6]=[C:7]([CH2:11][C:12]([O:14][CH3:15])=[O:13])[CH:8]=[CH:9][CH:10]=1)(=[O:4])=[O:3].[CH2:16]([NH2:18])[CH3:17]>C1COCC1.C(OCC)(=O)C>[CH3:15][O:14][C:12](=[O:13])[CH2:11][C:7]1[CH:8]=[CH:9][CH:10]=[C:5]([S:2](=[O:4])(=[O:3])[NH:18][CH2:16][CH3:17])[CH:6]=1. Procedure: Methyl 2-(3-chlorosulfonyl-phenyl)acetate (0.29 g, 1.17 mmol) was dissolved in THF (10 mL) and to this solution 1 mL (2 mmol) of 2M ethylamine in THF was added. Let stir at room temperature 30 minutes, diluted with ethyl acetate and the organic layer was washed with 10% citric acid, brine, dried over sodium sulfate and concentrated to afford (3-ethylsulfamoyl-phenyl)-acetic acid methyl ester as an oil (0.28 g, 1.09 mmol, 93% yield). 1H NMR (CDCl3) 7.72 ppm, 2H, m; 7.41 ppm, 2H, m; 4.32 ppm, 1H, ... Reactants: O=C([O-])O, Clc1cnc2c(n1)OCCN(Cc1ccccc1)C2, C1CCOC1, C[Si](C)(C)[N-][Si](C)(C)C, c1ccc(-c2ccccc2P(C2CCCCC2)C2CCCCC2)cc1, Cl, [Li+], [Na+], O=C(C=Cc1ccccc1)C=Cc1ccccc1, O=C(C=Cc1ccccc1)C=Cc1ccccc1, O=C(C=Cc1ccccc1)C=Cc1ccccc1, [Pd], [Pd]. Product: Nc1cnc2c(n1)OCCN(Cc1ccccc1)C2. As a reaction SMILES: [C:56](=[O:57])([O-:58])[OH:59].[CH2:1]([c:2]1[cH:3][cH:4][cH:5][cH:6][cH:7]1)[N:8]1[CH2:9][CH2:10][O:11][c:12]2[c:13]([n:15][cH:16][c:17]([Cl:19])[n:18]2)[CH2:14]1.[CH2:61]1[O:62][CH2:63][CH2:64][CH2:65]1.[CH3:45][Si:46]([N-:47][Si:50]([CH3:51])([CH3:52])[CH3:53])([CH3:48])[CH3:49].[CH:20]1([P:21]([CH:22]2[CH2:23][CH2:24][CH2:25][CH2:26][CH2:27]2)[c:28]2[cH:29][cH:30][cH:31][cH:32][c:33]2-[c:34]2[cH:35][cH:36][cH:37][cH:38][cH:39]2)[CH2:40][CH2:41][CH2:42][CH2:43][CH2:44]1.[ClH:55].[Li+:54].[Na+:60].[O:104]=[C:105]([CH:106]=[CH:107][c:108]1[cH:109][cH:110][cH:111][cH:112][cH:113]1)[CH:114]=[CH:115][c:116]1[cH:117][cH:118][cH:119][cH:120][cH:121]1.[O:68]=[C:69]([CH:70]=[CH:71][c:72]1[cH:73][cH:74][cH:75][cH:76][cH:77]1)[CH:78]=[CH:79][c:80]1[cH:81][cH:82][cH:83][cH:84][cH:85]1.[O:86]=[C:87]([CH:88]=[CH:89][c:90]1[cH:91][cH:92][cH:93][cH:94][cH:95]1)[CH:96]=[CH:97][c:98]1[cH:99][cH:100][cH:101][cH:102][cH:103]1.[Pd:66].[Pd:67]>>[CH2:1]([c:2]1[cH:3][cH:4][cH:5][cH:6][cH:7]1)[N:8]1[CH2:9][CH2:10][O:11][c:12]2[c:13]([n:15][cH:16][c:17]([NH2:47])[n:18]2)[CH2:14]1. Reactants: COCCOC, COc1ccc(P2(=S)SP(=S)(c3ccc(OC)cc3)S2)cc1, O=C1NC(=O)C(c2c[nH]c3ccccc23)=C1c1c[nH]c2ccccc12. The product is O=C1NC(=S)C(c2c[nH]c3ccccc23)=C1c1c[nH]c2ccccc12. Reaction SMILES: [CH2:48]([CH2:49][O:50][CH3:51])[O:52][CH3:53].[CH3:1][O:2][c:3]1[cH:4][cH:5][c:6]([P:7]2(=[S:10])[S:8][P:9]([c:11]3[cH:12][cH:13][c:14]([O:15][CH3:16])[cH:17][cH:18]3)(=[S:19])[S:20]2)[cH:21][cH:22]1.[nH:23]1[cH:24][c:25]([C:32]2=[C:36]([c:37]3[cH:38][nH:39][c:40]4[cH:41][cH:42][cH:43][cH:44][c:45]34)[C:35](=[O:46])[NH:34][C:33]2=[O:47])[c:26]2[cH:27][cH:28][cH:29][cH:30][c:31]12>>[S:10]=[C:35]1[NH:34][C:33](=[O:47])[C:32]([c:25]2[cH:24][nH:23][c:31]3[c:26]2[cH:27][cH:28][cH:29][cH:30]3)=[C:36]1[c:37]1[cH:38][nH:39][c:40]2[cH:41][cH:42][cH:43][cH:44][c:45]12. Product: Cn1c(=O)c2c(nc(Cl)n2Cc2ccccc2C#N)n(-c2ccccc2)c1=O. As a reaction SMILES: [C:39]([NH:40][c:41]1[cH:42][cH:43][cH:44][cH:45][c:46]1[C:47](=[O:48])[CH2:49][n:50]1[c:51](=[O:52])[c:53]2[n:54]([CH2:55][CH:56]=[C:57]([CH3:58])[CH3:59])[c:60]([N:61]3[CH2:62][CH2:63][CH2:64][CH:65]([NH:66][C:67]([O:68][C:69]([CH3:70])([CH3:71])[CH3:72])=[O:73])[CH2:74]3)[n:75][c:76]2[n:77]([CH3:78])[c:79]1=[O:80])(=[O:81])[CH3:82].[C:86]([O-:87])(=[O:88])[CH3:89].[C:91]([O-:92])(=[O:93])[CH3:94].[CH2:83]([Cl:84])[Cl:85].[CH3:1][n:2]1[c:3](=[O:4])[nH:5][c:6]2[n:7][c:8]([Cl:22])[n:9]([CH2:13][c:14]3[c:15]([C:20]#[N:21])[cH:16][cH:17][cH:18][cH:19]3)[c:10]2[c:11]1=[O:12].[Cu+2:90].[c:23]1([O:29][B:30]([OH:31])[OH:32])[cH:24][cH:25][cH:26][cH:27][cH:28]1.[cH:33]1[cH:34][cH:35][n:36][cH:37][cH:38]1>>[CH3:1][n:2]1[c:3](=[O:4])[n:5](-[c:23]2[cH:24][cH:25][cH:26][cH:27][cH:28]2)[c:6]2[n:7][c:8]([Cl:22])[n:9]([CH2:13][c:14]3[c:15]([C:20]#[N:21])[cH:16][cH:17][cH:18][cH:19]3)[c:10]2[c:11]1=[O:12]. The reactants are CC(=O)Nc1ccccc1C(=O)Cn1c(=O)c2c(nc(N3CCCC(NC(=O)OC(C)(C)C)C3)n2CC=C(C)C)n(C)c1=O, CC(=O)[O-], CC(=O)[O-], ClCCl, Cn1c(=O)[nH]c2nc(Cl)n(Cc3ccccc3C#N)c2c1=O, [Cu+2], OB(O)Oc1ccccc1, c1ccncc1. The reactants are BrC1=CC(=C(C=C1)C1C(C=CC1=O)O)CC (5-(4-bromo-2-ethylphenyl)-4-hydroxycyclopent-2-enone), S(O)(O)(=O)=O (sulfuric acid), C(C)(C)O (isopropanol). The reagents and catalysts are [O-2].[O-2].[O-2].[Cr+6] (chromium trioxide). Run in CC(=O)C (acetone). Run at time 30 minute. The product is BrC1=CC(=C(C=C1)C1C(C=CC1=O)=O)CC (2-(4-bromo-2-ethylphenyl)cyclopent-4-ene-1,3-dione). RXN SMILES: [Br:1][C:2]1[CH:7]=[CH:6][C:5]([CH:8]2[C:12](=[O:13])[CH:11]=[CH:10][CH:9]2[OH:14])=[C:4]([CH2:15][CH3:16])[CH:3]=1.S(=O)(=O)(O)O.C(O)(C)C>CC(C)=O.[O-2].[O-2].[O-2].[Cr+6]>[Br:1][C:2]1[CH:7]=[CH:6][C:5]([CH:8]2[C:12](=[O:13])[CH:11]=[CH:10][C:9]2=[O:14])=[C:4]([CH2:15][CH3:16])[CH:3]=1 |f:4.5.6.7|. Procedure details: To a solution of 5-(4-bromo-2-ethylphenyl)-4-hydroxycyclopent-2-enone (10.14 g, 0.036 mol) in acetone (150 ml) at 5° C. is added chromium trioxide in concentrated sulfuric acid (24 ml, 0.039 mol, 1.64M solution), at such a rate as to maintain a temperature between 10° C. to 15° C. The reaction mixture is further stirred at room temperature for 30 minutes, followed by the addition of isopropanol (150 ml) and additional stirring at room temperature for 2 hours. The green suspension is partitioned ... Starting materials: C1(=CC=CC=C1)C1=CC=C(C(=O)O[C@H]2[C@@H]([C@@H]3[C@@H](OC(C3)=O)C2)\C=C\[C@H](CCC2=CC=CC=C2)OC2OCCCC2)C=C1 ((3aR,4R,5R,6aS)-Hexahydro-5-(p-phenylbenzoyloxy)-4-[(3S)-5-phenyl-3-[(tetrahydro-2H-pyran-2-yl)oxy]-1E-pentenyl]-2H-cyclopenta[b]furan-2-one), C(C)(=O)OCC (ethyl acetate). The reagents and catalysts are [Pd] (palladium on carbon). The solvent is CC#N (MeCN). Conditions: time 3 hour. Product: C1(=CC=CC=C1)C1=CC=C(C(=O)O[C@H]2[C@@H]([C@@H]3[C@@H](OC(C3)=O)C2)CC[C@H](CCC2=CC=CC=C2)OC2OCCCC2)C=C1 ((3aR,4R,5R,6aS)-Hexahydro-5-(p-phenylbenzoyloxy)-4-[(3R)-5-phenyl-3-[(tetrahydro-2H-pyran-2-yl)oxy]pentyl]-2H-cyclopenta[b]furan-2-one). The yield is 88.9%. RXN SMILES: [C:1]1([C:7]2[CH:42]=[CH:41][C:10]([C:11]([O:13][C@@H:14]3[CH2:22][C@@H:17]4[O:18][C:19](=[O:21])[CH2:20][C@@H:16]4[C@H:15]3/[CH:23]=[CH:24]/[C@@H:25]([O:34][CH:35]3[CH2:40][CH2:39][CH2:38][CH2:37][O:36]3)[CH2:26][CH2:27][C:28]3[CH:33]=[CH:32][CH:31]=[CH:30][CH:29]=3)=[O:12])=[CH:9][CH:8]=2)[CH:6]=[CH:5][CH:4]=[CH:3][CH:2]=1.C(OCC)(=O)C>[Pd].CC#N>[C:1]1([C:7]2[CH:42]=[CH:41][C:10]([C:11]([O:13][C@@H:14]3[CH2:22][C@@H:17]4[O:18][C:19](=[O:21])[CH2:20][C@@H:16]4[C@H:15]3[CH2:23][CH2:24][C@@H:25]([O:34][CH:35]3[CH2:40][CH2:39][CH2:38][CH2:37][O:36]3)[CH2:26][CH2:27][C:28]3[CH:33]=[CH:32][CH:31]=[CH:30][CH:29]=3)=[O:12])=[CH:9][CH:8]=2)[CH:2]=[CH:3][CH:4]=[CH:5][CH:6]=1. Procedure details: A mixture of a compound [7a] (80.0 g), palladium on carbon catalyst (16 g) and ethyl acetate (1.0 L) was stirred under hydrogen atmosphere at 150 psi for 3 hours at room temperature. The reaction mixture was then filtered and evaporated under reduced pressure. The oily residue was crystallized from a mixture of hexane and ethyl acetate 4:1 v/v to give 71.4 g (89% yield) of compound [9a], mp 103-105° C., [α]D20 −107° (c 1.0, MeCN). 1H NMR (CDCl3) δ: 8.03 (d, J=8 Hz, 2H); 7.60-7.67 (m, 4H); 7.36-7...